The task is: describe an organic reaction: reactants, conditions, products, and yield. This data is from the Open Reaction Database (ORD), a public repository of structured organic reaction records. Starting materials: [BH4-], COCCn1c(-c2ccc(C(C)C)cc2)nc2c(Br)c(C=O)cc(OC)c21, CCO, [Na+]. The product is COCCn1c(-c2ccc(C(C)C)cc2)nc2c(Br)c(CO)cc(OC)c21. As a reaction SMILES: [BH4-:1].[Br:3][c:4]1[c:5]([CH:28]=[O:29])[cH:6][c:7]([O:26][CH3:27])[c:8]2[n:9]([CH2:22][CH2:23][O:24][CH3:25])[c:10](-[c:13]3[cH:14][cH:15][c:16]([CH:19]([CH3:20])[CH3:21])[cH:17][cH:18]3)[n:11][c:12]12.[CH3:30][CH2:31][OH:32].[Na+:2]>>[Br:3][c:4]1[c:5]([CH2:28][OH:29])[cH:6][c:7]([O:26][CH3:27])[c:8]2[n:9]([CH2:22][CH2:23][O:24][CH3:25])[c:10](-[c:13]3[cH:14][cH:15][c:16]([CH:19]([CH3:20])[CH3:21])[cH:17][cH:18]3)[n:11][c:12]12. The reactants are COc1ccc(Nc2nccnc2-c2cc(SC)nc(C)n2)cn1, C1COCCO1, O=C(OO)c1cccc(Cl)c1. The product is COc1ccc(Nc2nccnc2-c2cc(S(C)=O)nc(C)n2)cn1. RXN SMILES: [CH3:1][O:2][c:3]1[cH:4][cH:5][c:6]([NH:9][c:10]2[n:11][cH:12][cH:13][n:14][c:15]2-[c:16]2[n:17][c:18]([CH3:24])[n:19][c:20]([S:22][CH3:23])[cH:21]2)[cH:7][n:8]1.[O:36]1[CH2:37][CH2:38][O:39][CH2:40][CH2:41]1.[OH:25][O:26][C:27]([c:28]1[cH:29][c:30]([Cl:31])[cH:32][cH:33][cH:34]1)=[O:35]>>[CH3:1][O:2][c:3]1[cH:4][cH:5][c:6]([NH:9][c:10]2[n:11][cH:12][cH:13][n:14][c:15]2-[c:16]2[n:17][c:18]([CH3:24])[n:19][c:20]([S:22]([CH3:23])=[O:25])[cH:21]2)[cH:7][n:8]1. Reported procedure: Racemic 4,6-dichloro-3-[1-(trans-4-methylcyclohexyl)ethyl]-3H-imidazo[4,5-c]pyridine (Preparative Example 4.3) (5 g, 16 mmol), 5-chloropyridine-3-boronic acid (2.77 g, 17.61 mmol), cesium carbonate (15.65 g, 48 mmol), and 1,1′-Bis(diphenylphosphino)ferrocene-palladium(II)dichloride (1.17 g, 1.6 mmol) were combined in a flask that had been oven-dried and flushed with nitrogen. Dioxane (43 mL) and water (10.6 mL) were added, and the vial was capped and heated to 90° C. for 3 hours. The reaction mi... Product: ClC1=CC2=C(C(=N1)C=1C=NC=C(C1)Cl)N(C=N2)C(C)[C@@H]2CC[C@H](CC2)C (racemic 6-chloro-4-(5-chloropyridin-3-yl)-3-[1-(trans-4-methylcyclohexyl)ethyl]-3H-imidazo[4,5-c]pyridine). Starting materials: ClC1=NC(=CC2=C1N(C=N2)C(C)[C@@H]2CC[C@H](CC2)C)Cl (4,6-dichloro-3-[1-(trans-4-methylcyclohexyl)ethyl]-3H-imidazo[4,5-c]pyridine), ClC=1C=C(C=NC1)B(O)O (5-chloropyridine-3-boronic acid), C([O-])([O-])=O.[Cs+].[Cs+] (cesium carbonate). Reaction SMILES: Cl[C:2]1[C:7]2[N:8]([CH:11]([C@H:13]3[CH2:18][CH2:17][C@H:16]([CH3:19])[CH2:15][CH2:14]3)[CH3:12])[CH:9]=[N:10][C:6]=2[CH:5]=[C:4]([Cl:20])[N:3]=1.[Cl:21][C:22]1[CH:23]=[C:24](B(O)O)[CH:25]=[N:26][CH:27]=1.C(=O)([O-])[O-].[Cs+].[Cs+]>[Pd](Cl)Cl.C1(P(C2C=CC=CC=2)[C-]2C=CC=C2)C=CC=CC=1.[C-]1(P(C2C=CC=CC=2)C2C=CC=CC=2)C=CC=C1.[Fe+2]>[Cl:20][C:4]1[N:3]=[C:2]([C:24]2[CH:25]=[N:26][CH:27]=[C:22]([Cl:21])[CH:23]=2)[C:7]2[N:8]([CH:11]([C@H:13]3[CH2:18][CH2:17][C@H:16]([CH3:19])[CH2:15][CH2:14]3)[CH3:12])[CH:9]=[N:10][C:6]=2[CH:5]=1 |f:2.3.4,5.6.7.8|. Reagents/catalysts: [Pd](Cl)Cl.C1(=CC=CC=C1)P([C-]1C=CC=C1)C1=CC=CC=C1.[C-]1(C=CC=C1)P(C1=CC=CC=C1)C1=CC=CC=C1.[Fe+2] (1,1′-Bis(diphenylphosphino)ferrocene-palladium(II)dichloride). Reaction conditions: temperature 90 celsius. Starting materials: C(#N)[BH3-].[Na+] (sodium cyanoborohydride), NC=1C(=C(C(=O)OC)C=C(C1)Cl)C (methyl 3-amino-5-chloro-2-methylbenzoate), C1(CCCCC1)=O (cyclohexanone), C(C)(=O)O (acetic acid). Solvent: CO (methanol). Conditions: time 3 hour. The product is ClC=1C=C(C(=C(C(=O)OC)C1)C)NC1CCCCC1 (methyl 5-chloro-3-(cyclohexylamino)-2-methylbenzoate). The yield is 84.8%. RXN SMILES: [NH2:1][C:2]1[C:3]([CH3:13])=[C:4]([CH:9]=[C:10]([Cl:12])[CH:11]=1)[C:5]([O:7][CH3:8])=[O:6].[C:14]1(=O)[CH2:19][CH2:18][CH2:17][CH2:16][CH2:15]1.C(O)(=O)C.C([BH3-])#N.[Na+]>CO>[Cl:12][C:10]1[CH:11]=[C:2]([NH:1][CH:14]2[CH2:19][CH2:18][CH2:17][CH2:16][CH2:15]2)[C:3]([CH3:13])=[C:4]([CH:9]=1)[C:5]([O:7][CH3:8])=[O:6] |f:3.4|. Procedure: To a stirred solution of methyl 3-amino-5-chloro-2-methylbenzoate (1 g, 5.02 mmol) and cyclohexanone (2.45 g, 25 mmol) in methanol (10 mL), acetic acid (0.3 g, 5.02 mmol) was added and reaction stirred at room temperature for 3 h. Then sodium cyanoborohydride (0.63 g, 10.05 mmol) was added and reaction stirred overnight. On completion, solvent was removed under reduced pressure and crude material was purified by column chromatography to afford methyl 5-chloro-3-(cyclohexylamino)-2-methylbenzoate... Starting materials: COC(=O)c1c(CBr)cc(F)cc1C(F)(F)F, CCOC(C)=O, Cc1ccccc1, CCCCCC, NCc1ccc(Cl)cc1, [K+], [K+], O=C([O-])[O-]. Product: O=C1c2c(cc(F)cc2C(F)(F)F)CN1Cc1ccc(Cl)cc1. As a reaction SMILES: [CH3:1][O:2][C:3]([c:4]1[c:5]([CH2:15][Br:16])[cH:6][c:7]([F:14])[cH:8][c:9]1[C:10]([F:11])([F:12])[F:13])=[O:17].[CH3:33][CH2:34][O:35][C:36](=[O:37])[CH3:38].[CH3:39][c:40]1[cH:41][cH:42][cH:43][cH:44][cH:45]1.[CH3:46][CH2:47][CH2:48][CH2:49][CH2:50][CH3:51].[Cl:18][c:19]1[cH:20][cH:21][c:22]([CH2:23][NH2:24])[cH:25][cH:26]1.[K+:27].[K+:28].[O-:29][C:30]([O-:31])=[O:32]>>[C:3]1(=[O:17])[c:4]2[c:5]([cH:6][c:7]([F:14])[cH:8][c:9]2[C:10]([F:11])([F:12])[F:13])[CH2:15][N:24]1[CH2:23][c:22]1[cH:21][cH:20][c:19]([Cl:18])[cH:26][cH:25]1. Starting materials: NC1=C(C=CC=2C(C3=CC=CC=C3C(C12)=O)=O)C(=O)O (1-aminoanthraquinone-2-carboxylic acid), [OH-].[Na+] (sodium hydroxide), S(=O)([O-])S(=O)[O-].[Na+].[Na+] (sodium hydrosulfite). Solvent: O (water). Product: NC1=CC=CC=2C(C3=CC=CC=C3C(C12)=O)=O (1-aminoanthraquinone). Yield: 74.0%. Reaction SMILES: [NH2:1][C:2]1[C:15]2[C:14](=[O:16])[C:13]3[C:8](=[CH:9][CH:10]=[CH:11][CH:12]=3)[C:7](=[O:17])[C:6]=2[CH:5]=[CH:4][C:3]=1C(O)=O.[OH-].[Na+].S(S([O-])=O)([O-])=O.[Na+].[Na+]>O>[NH2:1][C:2]1[C:15]2[C:14](=[O:16])[C:13]3[C:8](=[CH:9][CH:10]=[CH:11][CH:12]=3)[C:7](=[O:17])[C:6]=2[CH:5]=[CH:4][CH:3]=1 |f:1.2,3.4.5|. Reported procedure: The crude wet cake of 1-aminoanthraquinone-2-carboxylic acid was dissolved in 1500 ml. of water and 50 ml. of 10 M sodium hydroxide solution. The mixture was heated on a steam bath, and 35 g (0.2 mole) sodium hydrosulfite was added. Heating was continued until a red solid formed. The reaction mixture was then cooled to room temperature, and the red solid was collected by filtration and washed with water to give 18.5g (74% yield) of 1-aminoanthraquinone. The Thin Layer Chromatogram of the crude p...